Dataset: the Open Reaction Database (ORD), a public repository of structured organic reaction records. Task: describe an organic reaction: reactants, conditions, products, and yield Reactants: C(C)OC(CBr)OCC (bromoacetaldehyde diethyl acetal), Cl (HCl), NC1=NC=CC(=C1)C1=CC=C(C=O)C=C1 (4-(2-aminopyridin-4-yl)benzaldehyde), C(=O)(O)[O-].[Na+] (NaHCO3). Run in O1CCOCC1 (dioxane), CO (MeOH), O (water). Conditions: temperature 23 celsius, time 2 hour. The product is N=1C=CN2C1C=C(C=C2)C2=CC=C(C=O)C=C2 (4-imidazo[1,2-a]pyridin-7-ylbenzaldehyde). RXN SMILES: [CH2:1](OC(OCC)CBr)[CH3:2].Cl.[NH2:11][C:12]1[CH:17]=[C:16]([C:18]2[CH:25]=[CH:24][C:21]([CH:22]=[O:23])=[CH:20][CH:19]=2)[CH:15]=[CH:14][N:13]=1.C([O-])(O)=O.[Na+]>O.O1CCOCC1.CO>[N:11]1[CH:1]=[CH:2][N:13]2[CH:14]=[CH:15][C:16]([C:18]3[CH:25]=[CH:24][C:21]([CH:22]=[O:23])=[CH:20][CH:19]=3)=[CH:17][C:12]=12 |f:3.4|. Procedure: A mixture of bromoacetaldehyde diethyl acetal (0.49 mL, 23.3 mmol, 2.0 equiv) and concentrated HCl (0.05 mL, 0.4 equiv) in water (10 mL) was stirred at 23° C. for 2 h, then heated at 80° C. for 30 min. The mixture was allowed to cool to 23° C., and 4-(2-aminopyridin-4-yl)benzaldehyde (2-2, 323 mg, 1.63 mmol, 1 equiv) and NaHCO3 (324 mg, 3.91 mmol, 2.40 equiv) were added. The resulting mixture was then heated to 50° C. where MeOH (2 mL) and dioxane (3 mL) were added to increase solubility. The re...